describe an organic reaction: reactants, conditions, products, and yield From a dataset of the Open Reaction Database (ORD), a public repository of structured organic reaction records. Starting materials: COc1ccc(C=NNC(=O)C(OC)c2ccccc2)cc1OC, [H-], CI, [Na+], CN(C)C=O. Product: COc1ccc(C=NN(C)C(=O)C(OC)c2ccccc2)cc1OC. RXN SMILES: [CH3:1][O:2][c:3]1[cH:4][c:5]([CH:6]=[N:7][NH:8][C:9]([CH:10]([c:11]2[cH:12][cH:13][cH:14][cH:15][cH:16]2)[O:17][CH3:18])=[O:19])[cH:20][cH:21][c:22]1[O:23][CH3:24].[H-:28].[I:25][CH3:26].[Na+:27].[O:29]=[CH:30][N:31]([CH3:32])[CH3:33]>>[CH3:1][O:2][c:3]1[cH:4][c:5]([CH:6]=[N:7][N:8]([C:9]([CH:10]([c:11]2[cH:12][cH:13][cH:14][cH:15][cH:16]2)[O:17][CH3:18])=[O:19])[CH3:26])[cH:20][cH:21][c:22]1[O:23][CH3:24]. The reactants are C[Si](C)(C)C=[N+]=[N-] ((trimethylsilyl)diazomethane), C[Si](C)(C)C=[N+]=[N-] ((trimethylsilyl)diazomethane), C1(=CC=CC=C1)C=1C=C(C(=O)O)C=CN1 (2-phenylisonicotinic acid), C1=CC=CC=C1.CO (benzene methanol). Conditions: time 6 hour. Run in CCCCCC (hexane). Reported procedure: A solution of 2-phenylisonicotinic acid (459 mg, 2.30 mmol) in 9:1 benzene/methanol (20 mL) was cooled to 0° C., and treated with the dropwise addition of a 2.0 M hexane solution of (trimethylsilyl)diazomethane (1.15 mL, 2.30 mmol). The mixture was allowed to come to room temperature and stirred for 6 h. Analysis by TLC indicated incomplete reaction, so the mixture was treated with additional (trimethylsilyl)diazomethane solution (230 μL, 0.23 mmol), and the reaction was stirred for an additiona... Reaction SMILES: [C:1]1([C:7]2[CH:8]=[C:9]([CH:13]=[CH:14][N:15]=2)[C:10]([OH:12])=[O:11])[CH:6]=[CH:5][CH:4]=[CH:3][CH:2]=1.[CH:16]1C=CC=CC=1.CO.C[Si](C=[N+]=[N-])(C)C>CCCCCC>[C:1]1([C:7]2[CH:8]=[C:9]([CH:13]=[CH:14][N:15]=2)[C:10]([O:12][CH3:16])=[O:11])[CH:2]=[CH:3][CH:4]=[CH:5][CH:6]=1 |f:1.2|. Product: C1(=CC=CC=C1)C=1C=C(C(=O)OC)C=CN1 (methyl 2-phenylisonicotinate). The reactants are C(O)([O-])=O.[Na+] (sodium hydrogencarbonate), C1(=CC=C(C=C1)S(=O)(=O)OC[C@@H](CCC[C@H](CC)C)O)C ((2R,6S)-2-Hydroxy-6-methyloctyl p-toluenesulfonate), O1CCCC=C1 (3,4-dihydro-2H-pyran), C1(=CC=C(C=C1)S(=O)(=O)O)C (p-toluenesulfonic acid). Solvent: C(C)OCC (diethyl ether). Product: C1(=CC=C(C=C1)S(=O)(=O)OC[C@@H](CCC[C@H](CC)C)OC1OCCCC1)C ((2R,6S)-2-Tetrahydropyranyloxy-6-methyloctyl p-toluenesulfonate). The yield is 59.0%. Reaction SMILES: [C:1]1([CH3:21])[CH:6]=[CH:5][C:4]([S:7]([O:10][CH2:11][C@H:12]([OH:20])[CH2:13][CH2:14][CH2:15][C@@H:16]([CH3:19])[CH2:17][CH3:18])(=[O:9])=[O:8])=[CH:3][CH:2]=1.[O:22]1[CH:27]=[CH:26][CH2:25][CH2:24][CH2:23]1.C1(C)C=CC(S(O)(=O)=O)=CC=1.C(=O)([O-])O.[Na+]>C(OCC)C>[C:1]1([CH3:21])[CH:2]=[CH:3][C:4]([S:7]([O:10][CH2:11][C@H:12]([O:20][CH:23]2[CH2:24][CH2:25][CH2:26][CH2:27][O:22]2)[CH2:13][CH2:14][CH2:15][C@@H:16]([CH3:19])[CH2:17][CH3:18])(=[O:8])=[O:9])=[CH:5][CH:6]=1 |f:3.4|. Reported procedure: A mixture of 2.85 g of (2R,6S)-2-hydroxy-6-methyloctyl p-toluenesulfonate obtained in Step 5, 0.8 g of 3,4-dihydro-2H-pyran, 28 ml of diethyl ether, and 0.28 g of p-toluenesulfonic acid was allowed to react in a flask for 6 hours. The resulting solution was poured into 100 ml of a 1% sodium hydrogencarbonate aqueous solution, extracted with diethyl ether, washed with water, and concentrated to obtain 3.58 g of a crude product, which was then purified by HPLC to obtain 2.13 g (99%) of the titled ... Reactants: C(CN(CC(=O)[O-])CC(=O)[O-])N(CC(=O)[O-])CC(=O)[O-].[Na+].[Na+].[Na+].[Na+] (Na4EDTA), [C-]#N.[Na+] (sodium cyanide), C=O (formaldehyde), C(CN)N (ethylenediamine), [OH-].[Na+] (sodium hydroxide), O (water), [C-]#N.[Na+] (sodium cyanide), C=O (formaldehyde). The product is C(CN(CC(=O)O)CC(=O)O)N(CC(=O)O)CC(=O)O (EDTA). Reaction SMILES: C(N)CN.[OH-].[Na+].[C-]#N.[Na+].C=O.O.[CH2:13]([N:24]([CH2:29][C:30]([O-:32])=[O:31])[CH2:25][C:26]([O-:28])=[O:27])[CH2:14][N:15]([CH2:20][C:21]([O-:23])=[O:22])[CH2:16][C:17]([O-:19])=[O:18].[Na+].[Na+].[Na+].[Na+]>>[CH2:14]([N:15]([CH2:20][C:21]([OH:23])=[O:22])[CH2:16][C:17]([OH:19])=[O:18])[CH2:13][N:24]([CH2:29][C:30]([OH:32])=[O:31])[CH2:25][C:26]([OH:28])=[O:27] |f:1.2,3.4,7.8.9.10.11|. Reported procedure: 1-mol of ethylenediamine (60.0-g) is mixed with 0.16-mol sodium hydroxide (12.8-g of 50% NaOH) and raised to 70° C. 1.95-mol of sodium cyanide (318.4-g of 30% aq sln) and 1.99-mol of formaldehyde (119.2-g of 50% aq sln) are added at a constant rate over 2-hrs, quickly allowing the mixture to heat to boiling temperatures. At the start of the addition and throughout the reaction, steam is used to distill off the ammonia. Another 1.95-mol of sodium cyanide (318.4-g of 30% aq sln) and 1.99-mol of fo... Conditions: temperature 70 celsius. Starting materials: [BH-](OC(=O)C)(OC(=O)C)OC(=O)C.[Na+] (NaBH(OAc)3), ClC(COC(N(CC1=C(C=C(C=C1)F)F)C1CNC(C1)C(=O)N1CCN(CC1)C1=C(C=CC=C1)C#N)=O)(Cl)Cl ({5-[4-(2-cyano-phenyl)-piperazine-1-carbonyl]-pyrrolidin-3-yl}-(2,4-difluoro-benzyl)-carbamic acid 2,2,2-trichloro-ethyl ester), FC1=C(C=O)C=CC=C1F (2,3-difluorobenzaldehyde), C(C)(=O)O (acetic acid). Run in C(Cl)Cl (DCM). Run at time 20 minute. Product: ClC(COC(N(CC1=C(C=C(C=C1)F)F)C1CN(C(C1)C(=O)N1CCN(CC1)C1=C(C=CC=C1)C#N)CC1=C(C(=CC=C1)F)F)=O)(Cl)Cl ({1-(2,3-Difluoro-benzyl)-5-[4-(2-cyano-phenyl)-piperazine-1-carbonyl]-pyrrolidin-3-yl}-(2,4-difluoro-benzyl)-carbamic acid 2,2,2-trichloro-ethyl ester). As a reaction SMILES: [Cl:1][C:2]([Cl:39])([Cl:38])[CH2:3][O:4][C:5](=[O:37])[N:6]([CH:16]1[CH2:20][CH:19]([C:21]([N:23]2[CH2:28][CH2:27][N:26]([C:29]3[CH:34]=[CH:33][CH:32]=[CH:31][C:30]=3[C:35]#[N:36])[CH2:25][CH2:24]2)=[O:22])[NH:18][CH2:17]1)[CH2:7][C:8]1[CH:13]=[CH:12][C:11]([F:14])=[CH:10][C:9]=1[F:15].[F:40][C:41]1[C:48]([F:49])=[CH:47][CH:46]=[CH:45][C:42]=1[CH:43]=O.C(O)(=O)C.[BH-](OC(C)=O)(OC(C)=O)OC(C)=O.[Na+]>C(Cl)Cl>[Cl:39][C:2]([Cl:1])([Cl:38])[CH2:3][O:4][C:5](=[O:37])[N:6]([CH:16]1[CH2:20][CH:19]([C:21]([N:23]2[CH2:28][CH2:27][N:26]([C:29]3[CH:34]=[CH:33][CH:32]=[CH:31][C:30]=3[C:35]#[N:36])[CH2:25][CH2:24]2)=[O:22])[N:18]([CH2:43][C:42]2[CH:45]=[CH:46][CH:47]=[C:48]([F:49])[C:41]=2[F:40])[CH2:17]1)[CH2:7][C:8]1[CH:13]=[CH:12][C:11]([F:14])=[CH:10][C:9]=1[F:15] |f:3.4|. Procedure details: A mixture of {5-[4-(2-cyano-phenyl)-piperazine-1-carbonyl]-pyrrolidin-3-yl}-(2,4-difluoro-benzyl)-carbamic acid 2,2,2-trichloro-ethyl ester (0.078 g, 0.13 mmol), 2,3-difluorobenzaldehyde and acetic acid (cat.) in DCM (5 ml) was stirred for 20 min, and then NaBH(OAc)3 (0.041 g, 0.13 mmol) was carefully added. The reaction mixture was stirred overnight, and was concentrated to give crude product which was directly used for next step.